From a dataset of the Open Reaction Database (ORD), a public repository of structured organic reaction records. describe an organic reaction: reactants, conditions, products, and yield Reactants: C(C1=CC=CC=C1)OC=1C=C(C(=S)OC)C=CC1 (O-methyl 3-(benzyloxy)thiobenzoate), [N+](#[C-])CC(=O)OCC (ethyl isocyanoacetate). Product: C(C1=CC=CC=C1)OC=1C=C(C=CC1)C1=C(N=CS1)C(=O)OCC (ethyl 5-[3-(benzyloxy)phenyl]-4-thiazolecarboxylate). The yield is 92.9%. Reaction SMILES: [CH2:1]([O:8][C:9]1[CH:10]=[C:11]([CH:16]=[CH:17][CH:18]=1)[C:12](OC)=[S:13])[C:2]1[CH:7]=[CH:6][CH:5]=[CH:4][CH:3]=1.[N+:19]([CH2:21][C:22]([O:24][CH2:25][CH3:26])=[O:23])#[C-:20]>>[CH2:1]([O:8][C:9]1[CH:10]=[C:11]([C:12]2[S:13][CH:20]=[N:19][C:21]=2[C:22]([O:24][CH2:25][CH3:26])=[O:23])[CH:16]=[CH:17][CH:18]=1)[C:2]1[CH:3]=[CH:4][CH:5]=[CH:6][CH:7]=1. Procedure details: In an analogous manner to that described in Example 1(C), 21.7 g of O-methyl 3-(benzyloxy)thiobenzoate (44.13 mmol) were reacted with ethyl isocyanoacetate, whereby there were obtained 26.5 g (92.9%) of ethyl 5-[3-(benzyloxy)phenyl]-4-thiazolecarboxylate as an orange oil. Starting materials: N,N-dicyclohexylcarbodiimide, CN(C=O)C (dimethylformamide), NC(=S)NN ((aminothioxomethyl)hydrazine), CN(C=O)C (dimethylformamide), [3S-[3α(Z),4α]]-3-[[(2-Amino-4-thiazolyl)[(1-carboxy-1-methylethoxy)imino]acetyl]amino]-4-methyl-2-oxo-1-azetidinesulfonic acid, C(CCC)N(CCCC)CCCC (tributylamine), ON1N=NC2=C1C=CC=C2 (N-hydroxybenzotriazole), CN(C)C1=NC=CC=C1 (dimethylaminopyridine), CN(C=O)C (dimethylformamide). Run at time 20 minute. Yields the product C(=O)(NC1CCCCC1)NC1CCCCC1 (dicyclohexylurea). Reaction SMILES: C(N(CCCC)CCCC)CCC.O[N:15]1[C:19]2[CH:20]=[CH:21][CH:22]=[CH:23][C:18]=2N=N1.CN([C:27]1[CH:32]=[CH:31][CH:30]=[CH:29]N=1)C.NC(NN)=S.[CH3:38][N:39](C)[CH:40]=[O:41]>>[C:40]([NH:15][CH:19]1[CH2:18][CH2:23][CH2:22][CH2:21][CH2:20]1)([NH:39][CH:38]1[CH2:27][CH2:32][CH2:31][CH2:30][CH2:29]1)=[O:41]. Procedure details: [3S-[3α(Z),4α]]-3-[[(2-Amino-4-thiazolyl)[(1-carboxy-1-methylethoxy)imino]acetyl]amino]-4-methyl-2-oxo-1-azetidinesulfonic acid (0.66 g), 0.3 g of tributylamine, 0.26 g of N-hydroxybenzotriazole and 0.01 g of dimethylaminopyridine were dissolved in 10 ml of dimethylformamide and a solution of 0.33 g of N,N-dicyclohexylcarbodiimide in 5 ml of dimethylformamide was added. After stirring for 20 minutes at room temperature, a solution of 0.28 g of (aminothioxomethyl)hydrazine in 10 ml of dimethylfor...